This data is from the Open Reaction Database (ORD), a public repository of structured organic reaction records. The task is: describe an organic reaction: reactants, conditions, products, and yield Starting materials: C1(=CC=CC=C1)P(C1=CC=CC=C1)C1=CC=CC=C1 (triphenylphosphane), BrC=1N=C(C(=NC1)N)C=1OC(=NN1)C1=CC=C(C=C1)CNC (5-bromo-3-[5-[4-(methylaminomethyl)phenyl]-1,3,4-oxadiazol-2-yl]pyrazin-2-amine), C(C)S(=O)(=O)C1=CC=C(C=C1)B(O)O (4-(ethylsulfonyl)phenylboronic acid), C(=O)([O-])[O-].[Na+].[Na+] (Na2CO3). Reagents/catalysts: [Pd] (Palladium). Run in CS(=O)C (DMSO), O1CCOCC1 (dioxane). Run at temperature 150 celsius. Yields the product C(C)S(=O)(=O)C1=CC=C(C=C1)C=1N=C(C(=NC1)N)C=1OC(=NN1)C1=CC=C(C=C1)CNC (5-(4-(ethylsulfonyl)phenyl)-3-(5-(4-((methylamino)methyl)phenyl)-1,3,4-oxadiazol-2-yl)pyrazin-2-amine). Isolated yield 59.5%. As a reaction SMILES: Br[C:2]1[N:3]=[C:4]([C:9]2[O:10][C:11]([C:14]3[CH:19]=[CH:18][C:17]([CH2:20][NH:21][CH3:22])=[CH:16][CH:15]=3)=[N:12][N:13]=2)[C:5]([NH2:8])=[N:6][CH:7]=1.[CH2:23]([S:25]([C:28]1[CH:33]=[CH:32][C:31](B(O)O)=[CH:30][CH:29]=1)(=[O:27])=[O:26])[CH3:24].C([O-])([O-])=O.[Na+].[Na+].C1(P(C2C=CC=CC=2)C2C=CC=CC=2)C=CC=CC=1>CS(C)=O.[Pd].O1CCOCC1>[CH2:23]([S:25]([C:28]1[CH:33]=[CH:32][C:31]([C:2]2[N:3]=[C:4]([C:9]3[O:10][C:11]([C:14]4[CH:19]=[CH:18][C:17]([CH2:20][NH:21][CH3:22])=[CH:16][CH:15]=4)=[N:12][N:13]=3)[C:5]([NH2:8])=[N:6][CH:7]=2)=[CH:30][CH:29]=1)(=[O:26])=[O:27])[CH3:24] |f:2.3.4|. Procedure: To a 0.5-2.0 mL microwave vial 5-bromo-3-[5-[4-(methylaminomethyl)phenyl]-1,3,4-oxadiazol-2-yl]pyrazin-2-amine (100 mg, 0.24 mmol), 4-(ethylsulfonyl)phenylboronic acid (56.72 mg, 0.265 mmol), dioxane (1 mL) and aqueous solution of Na2CO3 (361.3 μL of 2M solution, 0.72 mmol) were added. Palladium; triphenylphosphane (13.91 mg, 0.012 mmol) was then added and the vial sealed. The reaction mixture was heated in the microwave at 150° C. for 30 min. After this time the reaction mixture was diluted wit... Reactants: C1(CCCCC1)C=1C2=C(OC1C)C(=CC=C2CO)NC(C2=C(C=CC=C2Cl)Cl)=O (3-(1-cyclohexyl)hydroxymethyl-7-(2,6-dichlorobenzoylamino)-2-methylbenzo[b]furan), C(C)[SiH](CC)CC (triethylsilane). The solvent is FC(C(=O)O)(F)F (trifluoroacetic acid). Conditions: time 8 hour. Yields the product C1(CCCCC1)CC=1C2=C(OC1C)C(=CC=C2)NC(C2=C(C=CC=C2Cl)Cl)=O (3-cyclohexylmethyl-7-(2,6-dichlorobenzoylamino)-2-methylbenzo[b]furan). Isolated yield 134.2%. RXN SMILES: C1([C:7]2[C:8]3[C:16](CO)=[CH:15][CH:14]=[C:13]([NH:19][C:20](=[O:29])[C:21]4[C:26]([Cl:27])=[CH:25][CH:24]=[CH:23][C:22]=4[Cl:28])[C:9]=3[O:10][C:11]=2[CH3:12])CCCCC1.C([SiH]([CH2:35][CH3:36])CC)C>FC(F)(F)C(O)=O>[CH:35]1([CH2:36][C:7]2[C:8]3[CH:16]=[CH:15][CH:14]=[C:13]([NH:19][C:20](=[O:29])[C:21]4[C:26]([Cl:27])=[CH:25][CH:24]=[CH:23][C:22]=4[Cl:28])[C:9]=3[O:10][C:11]=2[CH3:12])[CH2:9][CH2:8][CH2:7][CH2:11][CH2:12]1. Reported procedure: A mixture of 3-(1-cyclohexyl)hydroxymethyl-7-(2,6-dichlorobenzoylamino)-2-methylbenzo[b]furan (65 mg) and triethylsilane (87 mg) in trifluoroacetic acid (3 ml) was stirred at ambient temperature for overnight. The reaction mixture was concentrated in vacuo. To the residue was added aqueous saturated sodium bicarbonate and the separated oil was extracted with ethyl acetate. The extract was washed with brine, dried over sodium sulfate and concentrated in vacuo. The residue was purified by column c... The reactants are BrC=1C=C(C=O)C=C(C1O)OCC (3-bromo-5-ethoxy-4-hydroxy benzaldehyde), COC(C1=CC=C(C=C1)CBr)=O (4-bromomethylbenzoic acid methyl ester). Product: COC(C1=CC=C(C=C1)COC1=C(C=C(C=C1OCC)C=O)Br)=O (4-(2-Bromo-6-ethoxy-4-formyl-phenoxymethyl)-benzoic acid methyl ester). RXN SMILES: [Br:1][C:2]1[CH:3]=[C:4]([CH:7]=[C:8]([O:11][CH2:12][CH3:13])[C:9]=1[OH:10])[CH:5]=[O:6].[CH3:14][O:15][C:16](=[O:25])[C:17]1[CH:22]=[CH:21][C:20]([CH2:23]Br)=[CH:19][CH:18]=1>>[CH3:14][O:15][C:16](=[O:25])[C:17]1[CH:22]=[CH:21][C:20]([CH2:23][O:10][C:9]2[C:8]([O:11][CH2:12][CH3:13])=[CH:7][C:4]([CH:5]=[O:6])=[CH:3][C:2]=2[Br:1])=[CH:19][CH:18]=1. Procedure: Alkylation of 3-bromo-5-ethoxy-4-hydroxy benzaldehyde (4 g) with 4-bromomethylbenzoic acid methyl ester (3.73 g) was performed according to the method described in example 1a. Yield: 6.4 g. MS-ESI: [M+H]+=393/395 The reactants are CN(C)C=O, N#Cc1cnc(Nc2cc(CO)cc(Cl)n2)s1, ClCCl, O=P(Cl)(Cl)Cl. Yields the product N#Cc1cnc(Nc2cc(CCl)cc(Cl)n2)s1. RXN SMILES: [CH3:18][N:19]([CH3:20])[CH:21]=[O:22].[Cl:1][c:2]1[cH:3][c:4]([CH2:16][OH:17])[cH:5][c:6]([NH:8][c:9]2[s:10][c:11]([C:14]#[N:15])[cH:12][n:13]2)[n:7]1.[Cl:28][CH2:29][Cl:30].[P:23]([Cl:24])([Cl:25])([Cl:26])=[O:27]>>[Cl:1][c:2]1[cH:3][c:4]([CH2:16][Cl:25])[cH:5][c:6]([NH:8][c:9]2[s:10][c:11]([C:14]#[N:15])[cH:12][n:13]2)[n:7]1. Reactants: O (Water), N (ammonia), C(#N)C(CCCN1CCN(CC1)CCOC1=CC(=CC=C1)C#N)(C(C)C)C1=C(SC(=C1)Br)Br (1-(4-cyano-5-methyl-4-[(2,5-dibromo)-3-thienyl]hexyl)-4-[2-(3-cyanophenoxy) ethyl] piperazine), CN(C=O)C (dimethylformamide), O (water). The reagents and catalysts are [C-]#N.[Zn+2].[C-]#N (zinc cyanide), C1(=CC=CC=C1)P([C-]1C=CC=C1)C1=CC=CC=C1.[C-]1(C=CC=C1)P(C1=CC=CC=C1)C1=CC=CC=C1.[Fe+2] (1,1′-bis(diphenylphosphino)ferrocene). Run in C(C)OCC (diethyl ether). Run at temperature 120 celsius, time 4 hour. The product is C(#N)C(CCCN1CCN(CC1)CCOC1=CC(=CC=C1)C#N)(C(C)C)C1=C(SC(=C1)C#N)Br (1-(4-cyano-5-methyl-4-[2-bromo-5-cyano-3-thienyl)hexyl]-4-[2-(3-cyanophenoxy)ethyl]piperazine). Yield: 6.7%. As a reaction SMILES: [C:1]([C:3]([C:27]1[CH:31]=[C:30](Br)[S:29][C:28]=1[Br:33])([CH:24]([CH3:26])[CH3:25])[CH2:4][CH2:5][CH2:6][N:7]1[CH2:12][CH2:11][N:10]([CH2:13][CH2:14][O:15][C:16]2[CH:21]=[CH:20][CH:19]=[C:18]([C:22]#[N:23])[CH:17]=2)[CH2:9][CH2:8]1)#[N:2].[CH3:34][N:35](C)C=O.O.N>[C-]#N.[Zn+2].[C-]#N.C1(P(C2C=CC=CC=2)[C-]2C=CC=C2)C=CC=CC=1.[C-]1(P(C2C=CC=CC=2)C2C=CC=CC=2)C=CC=C1.[Fe+2].C(OCC)C>[C:1]([C:3]([C:27]1[CH:31]=[C:30]([C:34]#[N:35])[S:29][C:28]=1[Br:33])([CH:24]([CH3:26])[CH3:25])[CH2:4][CH2:5][CH2:6][N:7]1[CH2:8][CH2:9][N:10]([CH2:13][CH2:14][O:15][C:16]2[CH:21]=[CH:20][CH:19]=[C:18]([C:22]#[N:23])[CH:17]=2)[CH2:11][CH2:12]1)#[N:2] |f:4.5.6,7.8.9|. Reported procedure: In a nitrogen atmosphere, 1-(4-cyano-5-methyl-4-[(2,5-dibromo)-3-thienyl]hexyl)-4-[2-(3-cyanophenoxy) ethyl] piperazine (145 mg) was dissolved in a mixed solvent of dimethylformamide (10 mL)/water (0.1 mL) of zinc cyanide (57.3 mg) and 1,1′-bis(diphenylphosphino)ferrocene (13.5 mg). Palladium-dibenzylidene acetone complex (8.9 mg) was added thereto, the atmosphere of the mixture was replaced 3 times with nitrogen, and then the solution was stirred at 120° C. for 4 hours. Water, diethyl ether and... Starting materials: COc1c(C)c(C)c2c(c1C)CCC(C)(C(=O)O)O2, CN(C)C=O, ClCCCl, O=S(Cl)Cl. The product is COc1c(C)c(C)c2c(c1C)CCC(C)(C(=O)Cl)O2. As a reaction SMILES: [CH3:1][O:2][c:3]1[c:4]([CH3:19])[c:5]([CH3:18])[c:6]2[c:7]([c:16]1[CH3:17])[CH2:8][CH2:9][C:10]([CH3:12])([C:13](=[O:14])[OH:15])[O:11]2.[CH3:20][N:21]([CH3:22])[CH:23]=[O:24].[Cl:29][CH2:30][CH2:31][Cl:32].[S:25]([Cl:26])([Cl:27])=[O:28]>>[CH3:1][O:2][c:3]1[c:4]([CH3:19])[c:5]([CH3:18])[c:6]2[c:7]([c:16]1[CH3:17])[CH2:8][CH2:9][C:10]([CH3:12])([C:13](=[O:14])[Cl:27])[O:11]2.